Dataset: the Open Reaction Database (ORD), a public repository of structured organic reaction records. Task: describe an organic reaction: reactants, conditions, products, and yield Reactants: O=C(Cl)c1ccc(OC(F)(F)F)cc1, CN1CCC(C(=O)c2cccc(N)c2)CC1. RXN SMILES: [F:17][C:18]([O:19][c:20]1[cH:21][cH:22][c:23]([C:24](=[O:25])[Cl:26])[cH:27][cH:28]1)([F:29])[F:30].[NH2:1][c:2]1[cH:3][c:4]([C:5](=[O:6])[CH:7]2[CH2:8][CH2:9][N:10]([CH3:13])[CH2:11][CH2:12]2)[cH:14][cH:15][cH:16]1>>[NH:1]([c:2]1[cH:3][c:4]([C:5](=[O:6])[CH:7]2[CH2:8][CH2:9][N:10]([CH3:13])[CH2:11][CH2:12]2)[cH:14][cH:15][cH:16]1)[C:24]([c:23]1[cH:22][cH:21][c:20]([O:19][C:18]([F:17])([F:29])[F:30])[cH:28][cH:27]1)=[O:25]. Product: CN1CCC(C(=O)c2cccc(NC(=O)c3ccc(OC(F)(F)F)cc3)c2)CC1. Reactants: ClC1=C(C(=NC2=CC(=CC(=C12)F)F)C1=NC=CC(=C1)C)C (4-chloro-5,7-difluoro-3-methyl-2-(4-methylpyridin-2-yl)quinoline), O1CCN(CC1)C=1C=C2C(=NC1)C1(CN2)CCOCC1 (6′-morpholino-1′,2,2′,3,5,6-hexahydrospiro[pyran-4,3′-pyrrolo[3,2-b]pyridine]), CC(C)([O-])C.[Na+] (sodium tert-butoxide). Reagents/catalysts: CC(C)C1=CC(=C(C(=C1)C(C)C)C2=CC=CC=C2P(C3CCCCC3)C4CCCCC4)C(C)C.C1=CC=C([C-]=C1)CCN.Cl[Pd+] (XPhos precatalyst). Run in C1(=CC=CC=C1)C (toluene). The product is FC1=C2C(=C(C(=NC2=CC(=C1)F)C1=NC=CC(=C1)C)C)N1CC2(C3=NC=C(C=C31)N3CCOCC3)CCOCC2 (1′-(5,7-difluoro-3-methyl-2-(4-methyl-2-pyridinyl)-4-quinolinyl)-6′-(4-morpholinyl)-1′,2,2′,3,5,6-hexahydrospiro[pyran-4,3′-pyrrolo[3,2-b]pyridine]). As a reaction SMILES: Cl[C:2]1[C:11]2[C:6](=[CH:7][C:8]([F:13])=[CH:9][C:10]=2[F:12])[N:5]=[C:4]([C:14]2[CH:19]=[C:18]([CH3:20])[CH:17]=[CH:16][N:15]=2)[C:3]=1[CH3:21].[O:22]1[CH2:27][CH2:26][N:25]([C:28]2[CH:29]=[C:30]3[NH:36][CH2:35][C:34]4([CH2:41][CH2:40][O:39][CH2:38][CH2:37]4)[C:31]3=[N:32][CH:33]=2)[CH2:24][CH2:23]1.CC(C)([O-])C.[Na+]>CC(C1C=C(C(C)C)C(C2C(P(C3CCCCC3)C3CCCCC3)=CC=CC=2)=C(C(C)C)C=1)C.C1C=[C-]C(CCN)=CC=1.Cl[Pd+].C1(C)C=CC=CC=1>[F:12][C:10]1[CH:9]=[C:8]([F:13])[CH:7]=[C:6]2[C:11]=1[C:2]([N:36]1[C:30]3[C:31](=[N:32][CH:33]=[C:28]([N:25]4[CH2:26][CH2:27][O:22][CH2:23][CH2:24]4)[CH:29]=3)[C:34]3([CH2:41][CH2:40][O:39][CH2:38][CH2:37]3)[CH2:35]1)=[C:3]([CH3:21])[C:4]([C:14]1[CH:19]=[C:18]([CH3:20])[CH:17]=[CH:16][N:15]=1)=[N:5]2 |f:2.3,4.5.6|. Procedure details: Prepared according to procedure Y by stirring 4-chloro-5,7-difluoro-3-methyl-2-(4-methylpyridin-2-yl)quinoline (45 mg, 0.148 mmol), 6′-morpholino-1′,2,2′,3,5,6-hexahydrospiro[pyran-4,3′-pyrrolo[3,2-b]pyridine] (48.8 mg, 0.177 mmol), XPhos precatalyst (10.9 mg, 0.015 mmol), sodium tert-butoxide (28.4 mg, 0.295 mmol), and toluene (1.6 mL) at 95° C. for 24 h. Purification by column chromatography (basic alumina, 0-30% EtOAc in hexanes) gave 1′-(5,7-difluoro-3-methyl-2-(4-methyl-2-pyridinyl)-4-quino... Starting materials: N1C(=O)N=C(N)C=C1 (cytosine), Cl[Sn](Cl)(Cl)Cl.C(C)#N (SnCl4 acetonitrile), C(C1=CC=CC=C1)(=O)O[C@H]1[C@](OC(C2=CC=CC=C2)=O)([C@H](OC(C2=CC=CC=C2)=O)[C@H](O1)COC(C1=CC=CC=C1)=O)C (1,2,3,5-tetra-O-benzoyl-2-C-methyl-β-D-ribofuranose). Product: NC1=NC(N(C=C1)C1OC(C(C1(C)OC(C1=CC=CC=C1)=O)OC(C1=CC=CC=C1)=O)COC(C1=CC=CC=C1)=O)=O (4-amino-1-(3,4-dibenzoyloxy-5-benzoyloxymethyl-3-methyl-tetrahydro-furan-2-yl)-1H-pyrimidin-2-one). Reaction SMILES: [NH:1]1[CH:8]=[CH:7][C:5]([NH2:6])=[N:4][C:2]1=[O:3].Cl[Sn](Cl)(Cl)Cl.C(#N)C.C(O[C@@H:26]1[O:48][C@H:47]([CH2:49][O:50][C:51](=[O:58])[C:52]2[CH:57]=[CH:56][CH:55]=[CH:54][CH:53]=2)[C@@H:37]([O:38][C:39](=[O:46])[C:40]2[CH:45]=[CH:44][CH:43]=[CH:42][CH:41]=2)[C@@:27]1([CH3:59])[O:28][C:29](=[O:36])[C:30]1[CH:35]=[CH:34][CH:33]=[CH:32][CH:31]=1)(=O)C1C=CC=CC=1>>[NH2:6][C:5]1[CH:7]=[CH:8][N:1]([CH:26]2[C:27]([O:28][C:29](=[O:36])[C:30]3[CH:35]=[CH:34][CH:33]=[CH:32][CH:31]=3)([CH3:59])[CH:37]([O:38][C:39](=[O:46])[C:40]3[CH:45]=[CH:44][CH:43]=[CH:42][CH:41]=3)[CH:47]([CH2:49][O:50][C:51](=[O:58])[C:52]3[CH:57]=[CH:56][CH:55]=[CH:54][CH:53]=3)[O:48]2)[C:2](=[O:3])[N:4]=1 |f:1.2|. Procedure: In one synthesis method, depicted in FIG. 1a, the synthesis comprises reacting cytosine, BSA and SnCl4/acetonitrile with 1,2,3,5-tetra-O-benzoyl-2-C-methyl-β-D-ribofuranose (1) to form 4-amino-1-(3,4-dibenzoyloxy-5-benzoyloxymethyl-3-methyl-tetrahydro-furan-2-yl)-1H-pyrimidin-2-one (2); and reacting (2) with NaOMe/MeOH to provide 4-amino-1-(3,4-dihydroxy-5-hydroxymethyl-3-methyl-tetrahydro-furan-2-yl)-1H-pyrimidin-2-one (3), also known as 2-C-methyl-β-D-ribofuranose. The use of cytosine as a sta... Starting materials: B(C1CCCCC1)C1CCCCC1 (Cy2BH), FC(C1=CC=C(C=O)C=C1)(F)F (p-trifluoromethylbenzaldehyde), CC(C)OC(=O)[C@@H]([C@H](C(=O)OC(C)C)O)O ((+)-DIPT), CC(C#C)(C)C (3,3-dimethyl-1-butyne), [Zn](CC)CC (Et2Zn). The reagents and catalysts are CC(C)O[Ti](OC(C)C)(OC(C)C)OC(C)C (Ti(OiPr)4). The product is C(C)(C)(C)C1C(O1)C(O)C1=CC=C(C=C1)C(F)(F)F ((3-tert-Butyl-oxiranyl)-(4-trifluoromethyl-phenyl)-methanol). Yield: 85.0%. Reaction SMILES: B(C1CCCCC1)C1CCCCC1.[CH3:14][C:15]([CH3:19])([CH3:18])[C:16]#[CH:17].[Zn](CC)CC.[F:25][C:26]([F:36])([F:35])[C:27]1[CH:34]=[CH:33][C:30]([CH:31]=[O:32])=[CH:29][CH:28]=1.CC([O:40]C([C@H](O)[C@@H](O)C(OC(C)C)=O)=O)C>CC(O[Ti](OC(C)C)(OC(C)C)OC(C)C)C>[C:15]([CH:16]1[O:40][CH:17]1[CH:31]([C:30]1[CH:33]=[CH:34][C:27]([C:26]([F:35])([F:36])[F:25])=[CH:28][CH:29]=1)[OH:32])([CH3:19])([CH3:18])[CH3:14]. Reported procedure: The product was prepared by General procedure T using 50 mg (0.28 mmol) Cy2BH, 35 μL (0.28 mmol) 3,3-dimethyl-1-butyne, 0.39 mL (0.78 mmol, 2.0 M in hexanes) Et2Zn, 2.4 mg (0.01 mmol) (−)-MIB, 34 μL (0.25 mmol) p-trifluoromethylbenzaldehyde, 50 μL (0.05 mmol, 1.0 M in hexanes) Ti(OiPr)4, and 10.6 μL (0.05 mmol) (+)-DIPT. The crude product was purified by column chromatography (5% ethyl acetate in hexanes) to afford the title compound in 85% yield (58 mg, 0.21 mmol). threo-diastereomer: Colorless... Conditions: temperature 100 celsius. The yield is 26.3%. Yields the product C(C)(C)(C)OC(=O)N[C@@H](C[C@@H](C(=O)OC(C)(C)C)CC1=CC=C(C=C1)O[C@H]1CO[C@@H](OC1)C1=CC=CC=C1)C(=O)OC(C)(C)C (di-tert-butyl (4S)—N-(tert-butoxycarbonyl)-4-{4-[(trans-2-phenyl-1,3-dioxan-5-yl)oxy]benzyl}-L-glutamate). As a reaction SMILES: [C:1]([O:5][C:6]([NH:8][C@H:9]([C:23]([O-:25])=[O:24])[CH2:10][C@H:11]([CH2:15][C:16]1[CH:21]=[CH:20][C:19]([OH:22])=[CH:18][CH:17]=1)[C:12]([O-:14])=[O:13])=[O:7])([CH3:4])([CH3:3])[CH3:2].CC1C=CC(S(O[C@H:37]2[CH2:42][O:41][C@@H:40]([C:43]3[CH:48]=[CH:47][CH:46]=[CH:45][CH:44]=3)[O:39][CH2:38]2)(=O)=O)=CC=1.C(=O)([O-])[O-].[K+].[K+]>O>[C:1]([O:5][C:6]([NH:8][C@H:9]([C:23]([O:25][C:11]([CH3:15])([CH3:12])[CH3:10])=[O:24])[CH2:10][C@H:11]([CH2:15][C:16]1[CH:17]=[CH:18][C:19]([O:22][C@@H:37]2[CH2:38][O:39][C@@H:40]([C:43]3[CH:44]=[CH:45][CH:46]=[CH:47][CH:48]=3)[O:41][CH2:42]2)=[CH:20][CH:21]=1)[C:12]([O:14][C:1]([CH3:4])([CH3:3])[CH3:2])=[O:13])=[O:7])([CH3:4])([CH3:2])[CH3:3] |f:2.3.4|. Reported procedure: To 0.93 g (2 mmol) (4S)—N-(tert-butoxycarbonyl)-4-(4-hydroxybenzyl)-L-glutamate and 1.34 g (4 mmol) cis-2-phenyl-1,3-dioxan-5-yl 4-methylbenzenesulfonate in 18 mL was added potassium carbonate (0.55 g, 4 mmol). The mixture was heated in a microwave for 2 h at 100° C. Water was added and the mixture was extracted with ethyl acetate. The organic phase was dried over sodium sulfate, filtered and concentrated. The crude product was purified by flash chromatography to afford 0.165 g (13%) di-tert-but... The reactants are C(C)(C)(C)OC(=O)N[C@@H](C[C@@H](C(=O)[O-])CC1=CC=C(C=C1)O)C(=O)[O-] ((4S)—N-(tert-butoxycarbonyl)-4-(4-hydroxybenzyl)-L-glutamate), CC1=CC=C(C=C1)S(=O)(=O)O[C@@H]1CO[C@@H](OC1)C1=CC=CC=C1 (cis-2-phenyl-1,3-dioxan-5-yl 4-methylbenzenesulfonate), C([O-])([O-])=O.[K+].[K+] (potassium carbonate). Solvent: O (Water). Reactants: C(C)(=O)OC(C)=O (acetic anhydride), C(=O)O (formic acid), NN1C=NC2=CC=C(C=C2C1(C1=CC=CC=C1)O)Cl (3-amino-6-chloro-3,4-dihydro-4-hydroxy-4-phenylquinazoline). Solvent: C(C)(=O)O (acetic acid). Conditions: time 18 hour. Yields the product ClC=1C=CC(=C(C(=O)C2=CC=CC=C2)C1)N1C=NN=C1 (5-chloro-2-(4H-1,2,4-triazol-4-yl)-benzophenone). As a reaction SMILES: [C:1](OC(=O)C)(=O)C.C(O)=O.[NH2:11][N:12]1[C:21]([OH:28])([C:22]2[CH:27]=[CH:26][CH:25]=[CH:24][CH:23]=2)[C:20]2[C:15](=[CH:16][CH:17]=[C:18]([Cl:29])[CH:19]=2)[N:14]=[CH:13]1>C(O)(=O)C>[Cl:29][C:18]1[CH:17]=[CH:16][C:15]([N:14]2[CH:1]=[N:11][N:12]=[CH:13]2)=[C:20]([CH:19]=1)[C:21]([C:22]1[CH:27]=[CH:26][CH:25]=[CH:24][CH:23]=1)=[O:28]. Reported procedure: A stirred solution of acetic anhydride (25.3 ml) and 97% formic acid (10.6 ml) is kep at ambient temperature (25°) for 30 minutes, cooled in an ice bath and treated with 3-amino-6-chloro-3,4-dihydro-4-hydroxy-4-phenylquinazoline (12.24 g, 0.0447 mole). The solution is kept at ambient temperature for 18 hours, diluted with acetic acid (25 ml), warmed to the reflux temperature during 1 hour and refluxed for 1.5 hours. The solution is concentrated in vacuo, and the residue is mixed with cold water,...